From a dataset of the Open Reaction Database (ORD), a public repository of structured organic reaction records. describe an organic reaction: reactants, conditions, products, and yield Starting materials: [OH-].[Na+] (sodium hydroxide), C(CC1=CC=CC=C1)SC1=C(C=C(C=C1)[N+](=O)[O-])Cl (2-chloro-4-nitrophenyl phenethyl sulfide), [BH4-].[Na+] (sodium borohydride), [S] (sulfur). The solvent is C(C)O.C(C)(=O)OCC (ethanol ethyl acetate), O1CCCC1 (THF), O1CCCC1 (tetrahydrofuran). Conditions: time 15 hour. The product is Cl.C(CC1=CC=CC=C1)SC1=C(C=C(C=C1)N)Cl (2-chloro-4-aminophenyl phenethyl sulfide, hydrochloride). Reaction SMILES: [BH4-].[Na+].[S].[CH2:4]([S:12][C:13]1[CH:18]=[CH:17][C:16]([N+:19]([O-])=O)=[CH:15][C:14]=1[Cl:22])[CH2:5][C:6]1[CH:11]=[CH:10][CH:9]=[CH:8][CH:7]=1.[OH-].[Na+]>O1CCCC1.C(O)C.C(OCC)(=O)C>[ClH:22].[CH2:4]([S:12][C:13]1[CH:18]=[CH:17][C:16]([NH2:19])=[CH:15][C:14]=1[Cl:22])[CH2:5][C:6]1[CH:7]=[CH:8][CH:9]=[CH:10][CH:11]=1 |f:0.1,4.5,7.8,9.10,^3:2|. Procedure: Dry tetrahydrofuran (THF; 20 ml) is added to a mixture of sodium borohydride (1.89 g; 0.05 mol) and sulfur (4.8 g; 0.15 mol). Vigorous gas evolution commences and the reaction mixture is cooled in a cold water bath. After the gas evolution ceases, a solution of 2-chloro-4-nitrophenyl phenethyl sulfide (14.65 g; 0.05 mol) in dry THF (50 ml) is added to the above mixture. The reaction mixture is stirred for 15 hours at room temperature and then at 80° C. for 2 hours. It is then cooled down, 20% so... As a reaction SMILES: [C:1](=[O:2])([OH:3])[CH2:4][CH2:5][c:6]1[cH:7][cH:8][c:9]([CH2:12][C:13](=[O:14])[OH:15])[cH:10][cH:11]1.[OH2:16]>>[C:1]1(=[O:3])[CH2:4][CH2:5][c:6]2[cH:7][cH:8][c:9]([CH2:12][C:13](=[O:14])[OH:15])[cH:10][c:11]21. The reactants are O=C(O)CCc1ccc(CC(=O)O)cc1, O. The product is O=C(O)Cc1ccc2c(c1)C(=O)CC2. The reactants are [H-].[Na+] (NaH), CC(C)O (IPA), ClC=1C=C(C#N)C=C(N1)C(F)(F)F (2-chloro-6-trifluoromethylisonicotinonitrile). Solvent: C(C)(=O)OCC (ethyl acetate), C1CCOC1 (THF), ice water, C1CCOC1 (THF), C1CCOC1 (THF). Run at time 3 hour. The product is C(C)(C)OC=1C=C(C#N)C=C(N1)C(F)(F)F (2-isopropoxy-6-(trifluoromethyl)isonicotinonitrile). Isolated yield 71.8%. RXN SMILES: [H-].[Na+].[CH3:3][CH:4]([OH:6])[CH3:5].Cl[C:8]1[CH:9]=[C:10]([CH:13]=[C:14]([C:16]([F:19])([F:18])[F:17])[N:15]=1)[C:11]#[N:12]>C1COCC1.C(OCC)(=O)C>[CH:4]([O:6][C:8]1[CH:9]=[C:10]([CH:13]=[C:14]([C:16]([F:19])([F:17])[F:18])[N:15]=1)[C:11]#[N:12])([CH3:5])[CH3:3] |f:0.1|. Procedure: In a 250-ml capacity 3 neck flask (1.39 g) NaH suspended in 100 ml THF. At 0° C. IPA (4.36 g) in 20 ml THF added in this reaction flask. Allow it to stir at RT for 3 h. At 0° C. 2-chloro-6-trifluoromethylisonicotinonitrile (10 g) in 80 mL THF added in the flask in dropwise manner. Maintained 0° C. temperature for 30 min. Completion of reaction conformed by TLC. Reaction mixture was dumped in ice water. Extract compound in ethyl acetate. Organic layer was washed by water two times & dried over Na... Reactants: O (H2O), C1(=CC=C(C=C1)S(=O)(=O)Cl)C (p-toluenesulfonyl chloride), NCCNCCN (1,4,7-triazaheptane). The solvent is N1=CC=CC=C1 (pyridine), N1=CC=CC=C1 (pyridine). Run at time 3 hour. Yields the product C1(=CC=C(C=C1)S(=O)(=O)NCCN(CCNS(=O)(=O)C1=CC=C(C=C1)C)S(=O)(=O)C1=CC=C(C=C1)C)C (1,4,7-Tris(p-toluenesulfonyl)-1,4,7-triazaheptane). The yield is 93.0%. RXN SMILES: [C:1]1([CH3:11])[CH:6]=[CH:5][C:4]([S:7](Cl)(=[O:9])=[O:8])=[CH:3][CH:2]=1.[NH2:12][CH2:13][CH2:14][NH:15][CH2:16][CH2:17][NH2:18].[OH2:19]>N1C=CC=CC=1>[C:1]1([CH3:11])[CH:6]=[CH:5][C:4]([S:7]([NH:12][CH2:13][CH2:14][N:15]([S:7]([C:4]2[CH:5]=[CH:6][C:1]([CH3:11])=[CH:2][CH:3]=2)(=[O:9])=[O:8])[CH2:16][CH2:17][NH:18][S:7]([C:4]2[CH:5]=[CH:6][C:1]([CH3:11])=[CH:2][CH:3]=2)(=[O:8])=[O:19])(=[O:9])=[O:8])=[CH:3][CH:2]=1. Reported procedure: This compound was synthesized following the procedure of Atkins, T. J.; Richman, J. E.; and Oettle, W. F.; Org. synth., 58, 86-98 (1978). To a stirred solution of p-toluenesulfonyl chloride (618 g, 3.24 mole) in pyridine (1500 ml) at 0° C. was added a solution of 1,4,7-triazaheptane (95.5 g, 0.926 mole) in pyridine (150 ml) under a dry argon atmosphere, maintaining the temperature ≤50° C. The addition required 30 minutes. After the mixture was allowed to cool to room temperature slowly while sti... Starting materials: ClC=1C=CC(=C(C1)C1=NN(C=C1NC(=O)C=1C=NN2C1N=CC=C2)CC=2N=NN(C2)C2CCN(CC2)C(=O)OC(C)(C)C)OC(F)F (tert-butyl 4-[4-([3-[5-chloro-2-(difluoromethoxy)phenyl]-4-[pyrazolo[1,5-a]pyrimidine-3-amido]-1H-pyrazol-1-yl]methyl)-1H-1,2,3-triazol-1-yl]piperidine-1-carboxylate), Cl (HCl), C(C)#N.O (ACN H2O), C(C)#N.O (ACN H2O). Run in CO (methanol). Conditions: time 5 hour. Yields the product ClC=1C=CC(=C(C1)C1=NN(C=C1NC(=O)C=1C=NN2C1N=CC=C2)CC=2N=NN(C2)C2CCNCC2)OC(F)F (N-(3-(5-chloro-2-(difluoromethoxy)phenyl)-1-((1-(piperidin-4-yl)-1H-1,2,3-triazol-4-yl)methyl)-1H-pyrazol-4-yl)pyrazolo[1,5-a]pyrimidine-3-carboxamide). The yield is 2.5%. As a reaction SMILES: [Cl:1][C:2]1[CH:3]=[CH:4][C:5]([O:44][CH:45]([F:47])[F:46])=[C:6]([C:8]2[C:12]([NH:13][C:14]([C:16]3[CH:17]=[N:18][N:19]4[CH:24]=[CH:23][CH:22]=[N:21][C:20]=34)=[O:15])=[CH:11][N:10]([CH2:25][C:26]3[N:27]=[N:28][N:29]([CH:31]4[CH2:36][CH2:35][N:34](C(OC(C)(C)C)=O)[CH2:33][CH2:32]4)[CH:30]=3)[N:9]=2)[CH:7]=1.Cl.C(#N)C.O>CO>[Cl:1][C:2]1[CH:3]=[CH:4][C:5]([O:44][CH:45]([F:47])[F:46])=[C:6]([C:8]2[C:12]([NH:13][C:14]([C:16]3[CH:17]=[N:18][N:19]4[CH:24]=[CH:23][CH:22]=[N:21][C:20]=34)=[O:15])=[CH:11][N:10]([CH2:25][C:26]3[N:27]=[N:28][N:29]([CH:31]4[CH2:32][CH2:33][NH:34][CH2:35][CH2:36]4)[CH:30]=3)[N:9]=2)[CH:7]=1 |f:2.3|. Procedure: To a solution of tert-butyl 4-[4-([3-[5-chloro-2-(difluoromethoxy)phenyl]-4-[pyrazolo[1,5-a]pyrimidine-3-amido]-1H-pyrazol-1-yl]methyl)-1H-1,2,3-triazol-1-yl]piperidine-1-carboxylate (1.98 g, 2.96 mmol) in methanol (30 mL) was added concentrated HCl aqueous solution (15 mL). The resulting solution was stirred for 5 h at room temperature. The resulting mixture was concentrated under vacuum. This resulted in 1.85 g crude product, which was sufficient for next step without further purification. A s... Starting materials: ClC(=O)OC(C)Cl (1-chloroethyl chloroformate), FC1=C(C(=O)NC2=NC(=CC=C2)C(=O)C2CCN(CC2)C)C(=CC(=C1)F)F (2,4,6-trifluoro-N-[6-(1-methyl-piperidin-4-ylcarbonyl)-pyridin-2-yl]-benzamide), ClC(=O)OC(C)Cl (1-chloroethyl chloroformate). Run in ClC(C)Cl (dichloroethane). Yields the product FC1=C(C(=O)NC2=NC(=CC=C2)C(=O)C2CCNCC2)C(=CC(=C1)F)F (2,4,6-Trifluoro-N-[6-(piperidin-4-ylcarbonyl)-pyridin-2-yl]-benzamide). The yield is 29.3%. As a reaction SMILES: ClC(OC(Cl)C)=O.[F:8][C:9]1[CH:32]=[C:31]([F:33])[CH:30]=[C:29]([F:34])[C:10]=1[C:11]([NH:13][C:14]1[CH:19]=[CH:18][CH:17]=[C:16]([C:20]([CH:22]2[CH2:27][CH2:26][N:25](C)[CH2:24][CH2:23]2)=[O:21])[N:15]=1)=[O:12]>ClC(Cl)C>[F:34][C:29]1[CH:30]=[C:31]([F:33])[CH:32]=[C:9]([F:8])[C:10]=1[C:11]([NH:13][C:14]1[CH:19]=[CH:18][CH:17]=[C:16]([C:20]([CH:22]2[CH2:23][CH2:24][NH:25][CH2:26][CH2:27]2)=[O:21])[N:15]=1)=[O:12]. Procedure details: Add 1-chloroethyl chloroformate (0.8 g) into a solution of 2,4,6-trifluoro-N-[6-(1-methyl-piperidin-4-ylcarbonyl)-pyridin-2-yl]-benzamide (0.216 g) in dichloroethane (10 mL) and heat at reflux for 1 hr. Then add more 1-chloroethyl chloroformate (1 mL) and heat at reflux overnight. Add methanol (10 mL) to the reaction mixture, concentrate to a small volume, dilute with methanol again, load onto an SCX column (10 g), wash with methanol, and elute with 2M NH3-methanol, evaporate and purify on a sil...